Task: describe an organic reaction: reactants, conditions, products, and yield. Dataset: the Open Reaction Database (ORD), a public repository of structured organic reaction records The reactants are ClC1=CC=C(C=C1)S(=O)(=O)NC(CC1=CC=C(C=C1)CCC(=O)OCC)C=1C=NC=CC1 (Ethyl 3-{4-[2-(4-Chlorobenzenesulfonamido)-2-(3-pyridyl)ethyl]phenyl}propionate), [OH-].[Na+] (sodium hydroxide). Run in C(C)O (ethanol), O1CCCC1 (tetrahydrofuran). Run at temperature 60 celsius, time 20 minute. Yields the product ClC1=CC=C(C=C1)S(=O)(=O)NC(CC1=CC=C(C=C1)CCC(=O)O)C=1C=NC=CC1 (3-{4-[2-(4-chlorobenzenesulfonamido)-2(3-pyridyl)ethyl]phenyl}propionic acid). Yield: 65.1%. Reaction SMILES: [Cl:1][C:2]1[CH:7]=[CH:6][C:5]([S:8]([NH:11][CH:12]([C:27]2[CH:28]=[N:29][CH:30]=[CH:31][CH:32]=2)[CH2:13][C:14]2[CH:19]=[CH:18][C:17]([CH2:20][CH2:21][C:22]([O:24]CC)=[O:23])=[CH:16][CH:15]=2)(=[O:10])=[O:9])=[CH:4][CH:3]=1.[OH-].[Na+]>C(O)C.O1CCCC1>[Cl:1][C:2]1[CH:7]=[CH:6][C:5]([S:8]([NH:11][CH:12]([C:27]2[CH:28]=[N:29][CH:30]=[CH:31][CH:32]=2)[CH2:13][C:14]2[CH:19]=[CH:18][C:17]([CH2:20][CH2:21][C:22]([OH:24])=[O:23])=[CH:16][CH:15]=2)(=[O:9])=[O:10])=[CH:4][CH:3]=1 |f:1.2|. Procedure: Ethyl 3-{4-[2-(4-Chlorobenzenesulfonamido)-2-(3-pyridyl)ethyl]phenyl}propionate (49 mg) was dissolved in a mixed solvent of 1 ml of ethanol and 1 ml of tetrahydrofuran, followed by addition of 0.30 ml of aqueous 2N sodium hydroxide solution, and stirred at 60° C. for 20 minutes. The reaction mixture was concentrated under reduced pressure, which was then adjusted to neutrality with 2N hydrogen chloride. Then, the crystalline deposited was taken out by filtration, and washed in water, followed by... Starting materials: N1=C(C=NC=C1)C(=O)O (pyrazine-2-carboxylic acid), S(O)(O)(=O)=O (sulfuric acid), C(C)O (ethanol). Product: N1=C(C=NC=C1)C(=O)OCC (ethyl pyrazine-2-carboxylate). Reaction SMILES: [N:1]1[CH:6]=[CH:5][N:4]=[CH:3][C:2]=1[C:7]([OH:9])=[O:8].S(=O)(=O)(O)O.[CH2:15](O)[CH3:16]>>[N:1]1[CH:6]=[CH:5][N:4]=[CH:3][C:2]=1[C:7]([O:9][CH2:15][CH3:16])=[O:8]. Procedure details: To a solution of pyrazine-2-carboxylic acid (100 g) in ethanol (EtOH, 1000 ml) was added conc. sulfuric acid (45 ml) at room temperature. After refluxing for 8 hours, the reaction mixture was concentrated in vacuo. The residue was dissolved in ethyl acetate (AcOEt, 1500 ml) and water (H2O, 1000 ml), and sodium hydrogencarbonate (NaHCO3) was added to adjust the pH of the mixture to 8. The aqueous layer was extracted with AcOEt (1000 ml), and the combined organic layer was washed with brine and dr... Starting materials: CC(=O)Cl, CCCC[N+](CCCC)(CCCC)CCCC, CCN(CCCSc1ccc(O)cc1)CC(O)COc1ccc(C#N)cc1, [Na+], C1COCCO1, [OH-], O=S(=O)([O-])O. Yields the product CCN(CCCSc1ccc(OC(C)=O)cc1)CC(O)COc1ccc(C#N)cc1. RXN SMILES: [C:30]([CH3:31])(=[O:32])[Cl:33].[CH2:39]([N+:40]([CH2:41][CH2:42][CH2:43][CH3:44])([CH2:45][CH2:46][CH2:47][CH3:48])[CH2:49][CH2:50][CH2:51][CH3:52])[CH2:53][CH2:54][CH3:55].[CH2:3]([CH3:4])[N:5]([CH2:6][CH:7]([CH2:8][O:9][c:10]1[cH:11][cH:12][c:13]([C:14]#[N:15])[cH:16][cH:17]1)[OH:18])[CH2:19][CH2:20][CH2:21][S:22][c:23]1[cH:24][cH:25][c:26]([OH:29])[cH:27][cH:28]1.[Na+:2].[O:56]1[CH2:57][CH2:58][O:59][CH2:60][CH2:61]1.[OH-:1].[S:34]([O-:35])([OH:36])(=[O:37])=[O:38]>>[CH2:3]([CH3:4])[N:5]([CH2:6][CH:7]([CH2:8][O:9][c:10]1[cH:11][cH:12][c:13]([C:14]#[N:15])[cH:16][cH:17]1)[OH:18])[CH2:19][CH2:20][CH2:21][S:22][c:23]1[cH:24][cH:25][c:26]([O:29][C:30]([CH3:31])=[O:32])[cH:27][cH:28]1. Starting materials: [Br-], O=C([O-])O, COC(C)(CCCO)CO[Si](C)(C)C(C)(C)C, CC1(C)CCCC(C)(C)N1O, [O-]Cl, ClCCl, [K+], [Na+], [Na+], O. Product: COC(C)(CCC=O)CO[Si](C)(C)C(C)(C)C. As a reaction SMILES: [Br-:7].[C:1](=[O:2])([OH:3])[O-:4].[C:8]([CH3:9])([CH3:10])([CH3:11])[Si:12]([O:13][CH2:14][C:15]([CH2:16][CH2:17][CH2:18][OH:19])([CH3:20])[O:21][CH3:22])([CH3:23])[CH3:24].[CH3:25][C:26]1([CH3:35])[N:27]([O:28])[C:29]([CH3:30])([CH3:31])[CH2:32][CH2:33][CH2:34]1.[Cl:36][O-:37].[Cl:40][CH2:41][Cl:42].[K+:6].[Na+:38].[Na+:5].[OH2:39]>>[C:8]([CH3:9])([CH3:10])([CH3:11])[Si:12]([O:13][CH2:14][C:15]([CH2:16][CH2:17][CH:18]=[O:19])([CH3:20])[O:21][CH3:22])([CH3:23])[CH3:24].